From a dataset of the Open Reaction Database (ORD), a public repository of structured organic reaction records. describe an organic reaction: reactants, conditions, products, and yield Starting materials: FC=1C=C(C=CC1F)S(=O)(=O)C(C=1C(=CC(=NC1)C(=O)N)C)C1=C(C(=CC=C1F)F)F (5-[[(3,4-difluorophenyl)sulfonyl](2,3,6-trifluorophenyl)methyl]-4-methylpyridine-2-carboxamide), C=O (formaldehyde), [OH-].[Na+] (sodium hydroxide), C(C)(=O)OCC (Ethyl acetate). Solvent: COCCOC (ethylene glycol dimethyl ether). Run at time 18 hour. Yields the product FC=1C=C(C=CC1F)S(=O)(=O)C(C=1C(=CC(=NC1)C(=O)NCO)C)C1=C(C(=CC=C1F)F)F (5-[[(3,4-Difluorophenyl)sulfonyl](2,3,6-trifluorophenyl)methyl]-N-(hydroxymethyl)-4-methylpyridine-2-carboxamide). The yield is 59.0%. As a reaction SMILES: [F:1][C:2]1[CH:3]=[C:4]([S:9]([CH:12]([C:23]2[C:28]([F:29])=[CH:27][CH:26]=[C:25]([F:30])[C:24]=2[F:31])[C:13]2[C:14]([CH3:22])=[CH:15][C:16]([C:19]([NH2:21])=[O:20])=[N:17][CH:18]=2)(=[O:11])=[O:10])[CH:5]=[CH:6][C:7]=1[F:8].C=O.[OH-].[Na+].[C:36](OCC)(=[O:38])C>COCCOC>[F:1][C:2]1[CH:3]=[C:4]([S:9]([CH:12]([C:23]2[C:28]([F:29])=[CH:27][CH:26]=[C:25]([F:30])[C:24]=2[F:31])[C:13]2[C:14]([CH3:22])=[CH:15][C:16]([C:19]([NH:21][CH2:36][OH:38])=[O:20])=[N:17][CH:18]=2)(=[O:11])=[O:10])[CH:5]=[CH:6][C:7]=1[F:8] |f:2.3|. Procedure: To a solution of 5-[[(3,4-difluorophenyl)sulfonyl](2,3,6-trifluorophenyl)methyl]-4-methylpyridine-2-carboxamide (160 mg, 0.350 mmol) in ethylene glycol dimethyl ether (3 ml), an aqueous solution of formaldehyde (37%, 78.9 μl) and 1 N aqueous sodium hydroxide (17.5 μl) were added at room temperature, and the mixture was stirred for 18 hours. Ethyl acetate was added to the reaction mixture, and the resulting mixture was washed with saturated aqueous ammonium chloride. Subsequently, 1 N hydrochlori... Reactants: N1(CCOCC1)C(=O)N1CC(CC(C1)C1=CC=C(C=C1)C(F)(F)F)C(N)=S (1-(Morpholin-4-ylcarbonyl)-5-[4-(trifluoromethyl)phenyl]piperidine-3-carbothioamide), BrCC(=O)C1=CC=CC=C1 (2-bromo-1-phenylethanone). Product: C1(=CC=CC=C1)C=1N=C(SC1)C1CN(CC(C1)C1=CC=C(C=C1)C(F)(F)F)C(=O)N1CCOCC1 (4-({3-(4-Phenyl-1,3-thiazol-2-yl)-5-[4-(trifluoromethyl)phenyl]piperidin-1-yl}carbonyl)morpholine). Reaction SMILES: [N:1]1([C:7]([N:9]2[CH2:14][CH:13]([C:15]3[CH:20]=[CH:19][C:18]([C:21]([F:24])([F:23])[F:22])=[CH:17][CH:16]=3)[CH2:12][CH:11]([C:25](=[S:27])[NH2:26])[CH2:10]2)=[O:8])[CH2:6][CH2:5][O:4][CH2:3][CH2:2]1.Br[CH2:29][C:30]([C:32]1[CH:37]=[CH:36][CH:35]=[CH:34][CH:33]=1)=O>>[C:32]1([C:30]2[N:26]=[C:25]([CH:11]3[CH2:12][CH:13]([C:15]4[CH:20]=[CH:19][C:18]([C:21]([F:22])([F:23])[F:24])=[CH:17][CH:16]=4)[CH2:14][N:9]([C:7]([N:1]4[CH2:6][CH2:5][O:4][CH2:3][CH2:2]4)=[O:8])[CH2:10]3)[S:27][CH:29]=2)[CH:37]=[CH:36][CH:35]=[CH:34][CH:33]=1. Procedure: 42 mg (0.064 mmol) of 1-(morpholin-4-ylcarbonyl)-5-[4-(trifluoromethyl)phenyl]piperidine-3-carbothioamide (Example 53A) and 15 mg (0.077 mmol) of 2-bromo-1-phenylethanone were reacted according to the General Method 3. Yield: 11 mg (34% of theory) The reactants are cuprous oxide, C(C=C)(=O)OCC (ethyl acrylate), Cl (hydrochloric acid), C(C)(=O)OC=1C(=C2C(CC(OC2=C(C1C)C)(CC(C)C)COC1=CC=C(C=C1)N)=O)C (6-acetoxy-2-(4-aminophenoxymethyl)-2-isobutyl-5,7,8-trimethylchroman-4-one), N(=O)[O-].[Na+] (sodium nitrite). Run in O (water), CC(=O)C (acetone), O (Water). Run at time 1 hour. Yields the product C(C)(=O)OC=1C(=C2C(CC(OC2=C(C1C)C)(CC(C)C)COC1=CC=C(C=C1)CC(C(=O)OCC)Cl)=O)C (Ethyl 3-[4-(6-acetoxy-2-isobutyl-5,7,8-trimethyl-4-oxochroman-2-ylmethoxy)phenyl]-2-chloropropionate). RXN SMILES: [ClH:1].[C:2]([O:5][C:6]1[C:7]([CH3:32])=[C:8]2[C:13](=[C:14]([CH3:17])[C:15]=1[CH3:16])[O:12][C:11]([CH2:22][O:23][C:24]1[CH:29]=[CH:28][C:27](N)=[CH:26][CH:25]=1)([CH2:18][CH:19]([CH3:21])[CH3:20])[CH2:10][C:9]2=[O:31])(=[O:4])[CH3:3].N([O-])=O.[Na+].[C:37]([O:41][CH2:42][CH3:43])(=[O:40])[CH:38]=[CH2:39]>O.CC(C)=O>[C:2]([O:5][C:6]1[C:7]([CH3:32])=[C:8]2[C:13](=[C:14]([CH3:17])[C:15]=1[CH3:16])[O:12][C:11]([CH2:22][O:23][C:24]1[CH:29]=[CH:28][C:27]([CH2:39][CH:38]([Cl:1])[C:37]([O:41][CH2:42][CH3:43])=[O:40])=[CH:26][CH:25]=1)([CH2:18][CH:19]([CH3:21])[CH3:20])[CH2:10][C:9]2=[O:31])(=[O:4])[CH3:3] |f:2.3|. Procedure: 1.5 ml of concentrated hydrochloric acid was added to mixture of 1.1 g of 6-acetoxy-2-(4-aminophenoxymethyl)-2-isobutyl-5,7,8-trimethylchroman-4-one (prepared as described in Preparation 8) and 20 ml of acetone under a nitrogen stream and at room temperature. This was followed by 0.8 g of sodium nitrite and 0.3 ml of water, and then by 4 g of ethyl acrylate. 0.1 g of cuprous oxide was added at room temperature to the reaction mixture, which was then stirred for 1 hour. Water was then added, and ... Run in C(C)O (ethanol), C(C)O (ethanol). Procedure: L-Proline (4.07 g. 35.0 mmol) was added to a semi-heterogeneous mixture of 4-(H-pyrazol-1-yl)benzaldehyde (30.0 g, 174 mmol) and 2,2-dimethyl-1,3-dioxane-4,6-dione (25.6 g, 174 mmol) in ethanol (996 mL) at room temperature. After 40 minutes, diethyl 1,4-dihydro-2,6-dimethyl-3,5-pyridinedicarboxylate (44.1 g, 174 mmol) was added in one portion followed by ethanol (125 mL). After overnight stirring, the mixture was concentrated under reduced pressure to afford a yellow solid. Isopropanol (300 mL) ... Run at time 40 minute. As a reaction SMILES: [NH:1]1CCC[C@H:2]1C(O)=O.[CH3:9][C:10]1([CH3:18])[O:15][C:14](=[O:16])[CH2:13][C:12](=[O:17])[O:11]1.[CH3:19][C:20]1[NH:21][C:22]([CH3:36])=[C:23]([C:31](OCC)=O)[CH2:24][C:25]=1C(OCC)=O.[CH:37](O)(C)C>C(O)C>[N:21]1([C:20]2[CH:19]=[CH:31][C:23]([CH2:37][CH:13]3[C:14](=[O:16])[O:15][C:10]([CH3:18])([CH3:9])[O:11][C:12]3=[O:17])=[CH:24][CH:25]=2)[CH:22]=[CH:36][CH:2]=[N:1]1. Reactants: CC=1NC(=C(CC1C(=O)OCC)C(=O)OCC)C (diethyl 1,4-dihydro-2,6-dimethyl-3,5-pyridinedicarboxylate), N1[C@H](C(=O)O)CCC1 (L-Proline), 4-(H-pyrazol-1-yl)benzaldehyde, CC1(OC(CC(O1)=O)=O)C (2,2-dimethyl-1,3-dioxane-4,6-dione), C(C)(C)O (Isopropanol). Yields the product N1(N=CC=C1)C1=CC=C(CC2C(OC(OC2=O)(C)C)=O)C=C1 (5-(4-(1H-Pyrazol-1-yl)benzyl)-2,2-dimethyl-1,3-dioxane-4,6-dione). Starting materials: CCO, O=c1ccccn1-c1ccc([N+](=O)[O-])c(F)c1, O, Cl[Sn]Cl. Yields the product Nc1ccc(-n2ccccc2=O)cc1F. As a reaction SMILES: [CH3:22][CH2:23][OH:24].[F:1][c:2]1[cH:3][c:4](-[n:11]2[c:12](=[O:17])[cH:13][cH:14][cH:15][cH:16]2)[cH:5][cH:6][c:7]1[N+:8]([O-:9])=[O:10].[OH2:18].[Sn:19]([Cl:20])[Cl:21]>>[F:1][c:2]1[cH:3][c:4](-[n:11]2[c:12](=[O:17])[cH:13][cH:14][cH:15][cH:16]2)[cH:5][cH:6][c:7]1[NH2:8]. Starting materials: FC=1C=CC=C2C=C(NC12)C(=O)OCC (ethyl 7-fluoro-1H-indole-2-carboxylate), [H-].[Na+] (sodium hydride), CI (Methyl iodide). The solvent is C1CCOC1 (THF), C1CCOC1 (THF). Run at time 1 hour. The product is FC=1C=CC=C2C=C(N(C12)C)C(=O)OCC (Ethyl 7-fluoro-1-methyl-1H-indole-2-carboxylate). Reaction SMILES: [H-].[Na+].[F:3][C:4]1[CH:5]=[CH:6][CH:7]=[C:8]2[C:12]=1[NH:11][C:10]([C:13]([O:15][CH2:16][CH3:17])=[O:14])=[CH:9]2.[CH3:18]I>C1COCC1>[F:3][C:4]1[CH:5]=[CH:6][CH:7]=[C:8]2[C:12]=1[N:11]([CH3:18])[C:10]([C:13]([O:15][CH2:16][CH3:17])=[O:14])=[CH:9]2 |f:0.1|. Reported procedure: To a suspension of sodium hydride (73.2% dispersion in oil; 962 mg) in dry THF (50 ml) under nitrogen at 0° was added ethyl 7-fluoro-1H-indole-2-carboxylate (5.5 g) in dry THF (50 ml), and the mixture was stirred for 1 h. Methyl iodide (2.16 ml) was added, and the mixture was stirred for 2 h, then at 50° for 3 h. The mixture was quenched with 10% aqueous THF (5 ml), diluted with ether (500 ml), washed with saturated brine solution (2×500 ml), dried and evaporated in vacuo to leave an oil. This w...